From a dataset of the Open Reaction Database (ORD), a public repository of structured organic reaction records. describe an organic reaction: reactants, conditions, products, and yield The reactants are C(#N)NC(=N)N(CCSCC=1N=CNC1C)C#N (N,N'-Dicyano-N'-[2-(5-methylimidazol-4-ylmethylthio)ethyl]guanidine), CN (CH3NH2). Solvent: C(C)O (ethanol). Conditions: time 47 hour. Product: C(#N)N=C(NC)NCCSCC=1N=CNC1C (N"-cyano-N-methyl-N'-[2-(5-methylimidazol-4-ylmethylthio)ethyl]guanidine). RXN SMILES: [C:1]([NH:3][C:4]([N:6](C#N)[CH2:7][CH2:8][S:9][CH2:10][C:11]1[N:12]=[CH:13][NH:14][C:15]=1[CH3:16])=[NH:5])#[N:2].[CH3:19]N>C(O)C>[C:1]([N:3]=[C:4]([NH:6][CH2:7][CH2:8][S:9][CH2:10][C:11]1[N:12]=[CH:13][NH:14][C:15]=1[CH3:16])[NH:5][CH3:19])#[N:2]. Procedure: N,N'-Dicyano-N'-[2-(5-methylimidazol-4-ylmethylthio)ethyl]guanidine (527 mg) was added to a solution of CH3NH2 in ethanol (40%, 3.1 g) and stirred for 47 hrs. at room temperature. After concentration under a reduced pressure, the residue was triturated with CH3CN. The insuluble starting material was filtered off and the filtrate was concentrated under a reduced pressure and chromatographed on SiO2 [eluant: CH3CN-CH3OH (4:1)]. The resulting crude product was purified by preparative thin layer chr...